This data is from the Open Reaction Database (ORD), a public repository of structured organic reaction records. The task is: describe an organic reaction: reactants, conditions, products, and yield Procedure: (2S,4S)-1-[[N-(4-Carboxybicyclo[2.2.2]oct-1-yl)amino]acetyl]-4-fluoropyrrolidine-2-carbonitrile (50.0 mg), 1-hydroxybenzotriazole (28.0 mg), PS-carbodiimide (240 mg) and dichloromethane (4 mL) were mixed together and the mixture was stirred at room temperature for 15 minutes. 4-chlorobenzylamine (19.0 μL) was then added and the mixture was stirred at room temperature for further 24 hours. Subsequently, MP-carbonate (270 mg) was added and the mixture was stirred at room temperature for 5 hours an... As a reaction SMILES: [C:1]([C:4]12[CH2:11][CH2:10][C:7]([NH:12][CH2:13][C:14]([N:16]3[CH2:20][C@@H:19]([F:21])[CH2:18][C@H:17]3[C:22]#[N:23])=[O:15])([CH2:8][CH2:9]1)[CH2:6][CH2:5]2)([OH:3])=O.ON1C2C=CC=CC=2N=N1.N=C=N.[Cl:37][C:38]1[CH:45]=[CH:44][C:41]([CH2:42][NH2:43])=[CH:40][CH:39]=1.C(=O)([O-])[O-]>ClCCl>[Cl:37][C:38]1[CH:45]=[CH:44][C:41]([CH2:42][NH:43][C:1]([C:4]23[CH2:9][CH2:8][C:7]([NH:12][CH2:13][C:14]([N:16]4[CH2:20][C@@H:19]([F:21])[CH2:18][C@H:17]4[C:22]#[N:23])=[O:15])([CH2:6][CH2:5]2)[CH2:10][CH2:11]3)=[O:3])=[CH:40][CH:39]=1. Product: ClC1=CC=C(C=C1)CNC(=O)C12CCC(CC1)(CC2)NCC(=O)N2[C@@H](C[C@@H](C2)F)C#N ((2S,4S)-1-[[N-[4-[N-(4-chlorophenylmethyl)amino]carbonylbicyclo[2.2.2]oct-1-yl]amino]acetyl]-4-fluoropyrrolidine-2-carbonitrile). The solvent is ClCCl (dichloromethane). Run at time 15 minute. Starting materials: ClC1=CC=C(CN)C=C1 (4-chlorobenzylamine), C(=O)(O)C12CCC(CC1)(CC2)NCC(=O)N2[C@@H](C[C@@H](C2)F)C#N ((2S,4S)-1-[[N-(4-Carboxybicyclo[2.2.2]oct-1-yl)amino]acetyl]-4-fluoropyrrolidine-2-carbonitrile), ON1N=NC2=C1C=CC=C2 (1-hydroxybenzotriazole), N=C=N (carbodiimide), C([O-])([O-])=O (carbonate). Reactants: NC1=CC=C2CCC(C2=C1C#N)O (6-amino-7-cyanoindan-1-ol), ClN1C(CCC1=O)=O (N-chlorosuccinimide), [BH4-].[Na+] (sodiumborohydride). The solvent is O1CCCC1 (tetrahydrofuran). Reaction conditions: time 30 minute. Yields the product NC1=C(C=C2CCC(C2=C1C#N)O)Cl (6-amino-5-chloro-7-cyanoindan-1-ol). The yield is 47.9%. As a reaction SMILES: [NH2:1][C:2]1[C:10]([C:11]#[N:12])=[C:9]2[C:5]([CH2:6][CH2:7][CH:8]2[OH:13])=[CH:4][CH:3]=1.[Cl:14]N1C(=O)CCC1=O.[BH4-].[Na+]>O1CCCC1>[NH2:1][C:2]1[C:10]([C:11]#[N:12])=[C:9]2[C:5]([CH2:6][CH2:7][CH:8]2[OH:13])=[CH:4][C:3]=1[Cl:14] |f:2.3|. Procedure: A solution of 6-amino-7-cyanoindan-1-ol (700 mg, 4 mmol) in tetrahydrofuran (50 ml) is treated with N-chlorosuccinimide (530 mg, 4 mmol) in portions over 20 minutes, stirred for 30 minutes, treated with sodiumborohydride (270 mg), and stirred for one hour. The mixture is quenched with water (30 ml), evaporated to remove tetrahydrofuran, and extracted with ethyl acetate. The organic layer is dried over sodium sulfate, filtered, and evaporated to give 6-amino-5-chloro-7-cyanoindan-1-ol (400 mg) wh... Starting materials: NC1=NC=C(C(=N1)C(F)(F)F)C1=NC(=NC(=C1)N1C(O[C@H]([C@@H]1CO[Si](C1=CC=CC=C1)(C1=CC=CC=C1)C(C)(C)C)C1=CC=C(C=C1)OC)=O)N1CCOCC1 ((4S,5S)-3-(2′-amino-2-morpholino-4′-(trifluoromethyl)-[4,5′-bipyrimidin]-6-yl)-4-(((tert-butyldiphenylsilyl)oxy)methyl)-5-(4-methoxyphenyl)oxazolidin-2-one), CCCC[N+](CCCC)(CCCC)CCCC.[F-] (TBAF). Solvent: C1CCOC1 (THF), C1CCOC1 (THF). The product is NC1=NC=C(C(=N1)C(F)(F)F)C1=NC(=NC(=C1)N1C(O[C@H]([C@@H]1CO)C1=CC=C(C=C1)OC)=O)N1CCOCC1 ((4S,5S)-3-(2′-Amino-2-morpholino-4′-(trifluoromethyl)-[4,5′-bipyrimidin]-6-yl)-4-(hydroxymethyl)-5-(4-methoxyphenyl)oxazolidin-2-one). Yield: 50.6%. Reaction SMILES: [NH2:1][C:2]1[N:7]=[C:6]([C:8]([F:11])([F:10])[F:9])[C:5]([C:12]2[CH:17]=[C:16]([N:18]3[C@@H:22]([CH2:23][O:24][Si](C(C)(C)C)(C4C=CC=CC=4)C4C=CC=CC=4)[C@H:21]([C:42]4[CH:47]=[CH:46][C:45]([O:48][CH3:49])=[CH:44][CH:43]=4)[O:20][C:19]3=[O:50])[N:15]=[C:14]([N:51]3[CH2:56][CH2:55][O:54][CH2:53][CH2:52]3)[N:13]=2)=[CH:4][N:3]=1.CCCC[N+](CCCC)(CCCC)CCCC.[F-]>C1COCC1>[NH2:1][C:2]1[N:7]=[C:6]([C:8]([F:11])([F:10])[F:9])[C:5]([C:12]2[CH:17]=[C:16]([N:18]3[C@@H:22]([CH2:23][OH:24])[C@H:21]([C:42]4[CH:43]=[CH:44][C:45]([O:48][CH3:49])=[CH:46][CH:47]=4)[O:20][C:19]3=[O:50])[N:15]=[C:14]([N:51]3[CH2:52][CH2:53][O:54][CH2:55][CH2:56]3)[N:13]=2)=[CH:4][N:3]=1 |f:1.2|. Reported procedure: To a solution of (4S,5S)-3-(2′-amino-2-morpholino-4′-(trifluoromethyl)-[4,5′-bipyrimidin]-6-yl)-4-(((tert-butyldiphenylsilyl)oxy)methyl)-5-(4-methoxyphenyl)oxazolidin-2-one (68 mg, 65 μmol) in THF (2 mL) was added dopwise at 0° C. 1M TBAF in THF (0.05 ml, 0.05 mmol), and the resulting mixture was stirred for 30 min at 0° C. and 1 h at RT. The reaction mixture was concentrated, and the residue was purified by column chromatography using a ratio of hexane/CH2Cl2/MeOH from 100:100:5 to 0:100:5, fol... Starting materials: BrC1=CC=C(C=C1)C(CC(=O)C=1C(=CC(NC1)=O)C)C1=C(C=CC=C1)C (5-[3-(4-bromo-phenyl)-3-o-tolyl-propionyl]-4-methyl-1H-pyridin-2-one), IC (iodomethane), C([O-])([O-])=O.[K+].[K+] (potassium carbonate). Product: BrC1=CC=C(C=C1)C(CC(=O)C=1C(=CC(N(C1)C)=O)C)C1=C(C=CC=C1)C (5-[3-(4-Bromo-phenyl)-3-o-tolyl-propionyl]-1,4-dimethyl-1H-pyridin-2-one). As a reaction SMILES: [Br:1][C:2]1[CH:7]=[CH:6][C:5]([CH:8]([C:20]2[CH:25]=[CH:24][CH:23]=[CH:22][C:21]=2[CH3:26])[CH2:9][C:10]([C:12]2[C:13]([CH3:19])=[CH:14][C:15](=[O:18])[NH:16][CH:17]=2)=[O:11])=[CH:4][CH:3]=1.IC.[C:29](=O)([O-])[O-].[K+].[K+]>>[Br:1][C:2]1[CH:3]=[CH:4][C:5]([CH:8]([C:20]2[CH:25]=[CH:24][CH:23]=[CH:22][C:21]=2[CH3:26])[CH2:9][C:10]([C:12]2[C:13]([CH3:19])=[CH:14][C:15](=[O:18])[N:16]([CH3:29])[CH:17]=2)=[O:11])=[CH:6][CH:7]=1 |f:2.3.4|. Procedure: In analogy to example 161, step 1, 5-[3-(4-bromo-phenyl)-3-o-tolyl-propionyl]-4-methyl-1H-pyridin-2-one was reacted with iodomethane in the presence of potassium carbonate to give the title compound as a colorless foam, MS (ESI+): m/z=424.2 [M+H]+. Reactants: ClC1=CC2=C([C@H](CN(CC2)C)C2=C(CCC2)C)C=C1O ((R)-7-chloro-8-hydroxy-3-methyl-(2-methyl-1-cyclopentenyl)-2,3,4,5-tetrahydro-1H-3-benzazepine), Cl (hydrochloride). Yields the product ClC1=CC2=C([C@@H](CN(CC2)C)C2=CCCCC2)C=C1O ((S)-7-chloro-1-(1-cyclohexenyl)-8-hydroxy-3-methyl-2,3,4,5-tetrahydro-1H-3-benzazepine). RXN SMILES: [Cl:1][C:2]1[C:19]([OH:20])=[CH:18][C:5]2[C@@H:6]([C:12]3[CH2:16][CH2:15][CH2:14][C:13]=3[CH3:17])[CH2:7][N:8]([CH3:11])[CH2:9][CH2:10][C:4]=2[CH:3]=1.Cl>>[Cl:1][C:2]1[C:19]([OH:20])=[CH:18][C:5]2[C@H:6]([C:12]3[CH2:16][CH2:15][CH2:14][CH2:17][CH:13]=3)[CH2:7][N:8]([CH3:11])[CH2:9][CH2:10][C:4]=2[CH:3]=1. Procedure: (R)-7-chloro-8-hydroxy-3-methyl-(2-methyl-1-cyclopentenyl)-2,3,4,5-tetrahydro-1H-3-benzazepine, m.p. of hydrochloride 249°-251°C. (dec.);